From a dataset of the Open Reaction Database (ORD), a public repository of structured organic reaction records. describe an organic reaction: reactants, conditions, products, and yield Reactants: N1=CC(=CC=C1)CN (3-pyridinemethanamine), FC1=CC=C(C=C1)CN1C(=NC2=C1C=CC=C2)NC2CCN(CC2)CCN=C=S (1-(4-fluorophenylmethyl)-N-[1-(2-isothiocyanatoethyl)-4-piperidinyl]-1H-benzimidazol-2-amine). Solvent: O1CCCC1 (tetrahydrofuran). Reaction conditions: time 4 hour. The product is N1=CC(=CC=C1)CNC(N)=S (N'-(3-pyridinylmethyl)thiourea). RXN SMILES: [N:1]1[CH:6]=[CH:5][CH:4]=[C:3]([CH2:7][NH2:8])[CH:2]=1.FC1C=CC(CN2C3C=CC=CC=3N=C2NC2CCN(CC[N:35]=[C:36]=[S:37])CC2)=CC=1>O1CCCC1>[N:1]1[CH:6]=[CH:5][CH:4]=[C:3]([CH2:7][NH:8][C:36](=[S:37])[NH2:35])[CH:2]=1. Procedure details: A mixture of 1 part of 3-pyridinemethanamine, 3.9 parts of 1-(4-fluorophenylmethyl)-N-[1-(2-isothiocyanatoethyl)-4-piperidinyl]-1H-benzimidazol-2-amine and 45 parts of tetrahydrofuran was stirred for 4 hours at room temperature. The reaction mixture was evaporated in vacuo. The residue was purified by column-chromatography over silica gel using a mixture of trichloromethane and methanol (94:6 by volume) as eluent. The pure fractions were collected and the eluent was evaporated. The residue was c... Reactants: C(C1CCCO1)NC1=C(C(=O)C2=CC=CC=C2)C=C(C=C1)[N+](=O)[O-] (2-tetrahydrofurfurylamino-5-nitrobenzophenone), C(N)(OCC)=O (ethyl carbamate). The reagents and catalysts are [Cl-].[Zn+2].[Cl-] (zinc chloride). Solvent: C(Cl)(Cl)Cl (chloroform). Reaction conditions: temperature 190 celsius. The product is C(C1CCCO1)N1C(N=C(C2=CC(=CC=C12)[N+](=O)[O-])C1=CC=CC=C1)=O (1-tetrahydrofurfuryl-4-phenyl-6-nitro-2(1H)-quinazolinone). RXN SMILES: [CH2:1]([NH:7][C:8]1[CH:21]=[CH:20][C:19]([N+:22]([O-:24])=[O:23])=[CH:18][C:9]=1[C:10]([C:12]1[CH:17]=[CH:16][CH:15]=[CH:14][CH:13]=1)=O)[CH:2]1[O:6][CH2:5][CH2:4][CH2:3]1.[C:25](=O)([O:27]CC)[NH2:26]>C(Cl)(Cl)Cl.[Cl-].[Zn+2].[Cl-]>[CH2:1]([N:7]1[C:8]2[C:9](=[CH:18][C:19]([N+:22]([O-:24])=[O:23])=[CH:20][CH:21]=2)[C:10]([C:12]2[CH:17]=[CH:16][CH:15]=[CH:14][CH:13]=2)=[N:26][C:25]1=[O:27])[CH:2]1[O:6][CH2:5][CH2:4][CH2:3]1 |f:3.4.5|. Procedure: A mixture of 1.63 g of 2-tetrahydrofurfurylamino-5-nitrobenzophenone, 3.0 g of ethyl carbamate and 0.2 g of zinc chloride was heated at 190° C. (oil bath temperature) for 2 hours. After cooling, the reaction mixture was dissolved in chloroform and the insoluble material was filtered off. The chloroform solution was washed successively with dilute hydrochloric acid and water, and dried over anhydrous sodium sulfate. The solvent was removed under reduced pressure and the residue was washed with et... The reactants are O (water), [C-]#N.[Na+] (sodium cyanide), C([O-])([O-])=O.[NH4+].[NH4+] (ammonium carbonate), N1C=CC2=CC(=CC=C12)C=O (Indole-5-carboxaldehyde). Run in C(C)O (ethanol). Product: N1C=CC2=CC(=CC=C12)C1C(NC(N1)=O)=O (5-(Indol-5-yl)-2,4-imidazolidinedione). Reaction SMILES: [NH:1]1[C:9]2[C:4](=[CH:5][C:6]([CH:10]=O)=[CH:7][CH:8]=2)[CH:3]=[CH:2]1.[OH2:12].[C-:13]#[N:14].[Na+].[C:16](=[O:19])([O-])[O-].[NH4+:20].[NH4+]>C(O)C>[NH:1]1[C:9]2[C:4](=[CH:5][C:6]([CH:10]3[NH:20][C:13](=[O:12])[NH:14][C:16]3=[O:19])=[CH:7][CH:8]=2)[CH:3]=[CH:2]1 |f:2.3,4.5.6|. Procedure: 14.5 g (0.1 mole) of 6d are stirred analogously to Example 1c in ethanol and water with 7.35 g (0.15 mole) of sodium cyanide and 38.4 g (0.4 mole) of ammonium carbonate at 60° C. for 2 days. Reactants: mixture, C(C)OC(=O)C=1C2=C(N(C1)C(=O)OC(C)(C)C)CCCC=C2O[Si](C)(C)C (4-trimethylsilanyloxy-7,8-dihydro-6H-cyclohepta[b]pyrrole-1,3-dicarboxylic acid 1-tert-butyl ester 3-ethyl ester), C(C)(=O)Cl (acetyl chloride), [Bi](Cl)(Cl)Cl (Bismuth (III) chloride), [I-].[Na+] (sodium iodide). Solvent: C(Cl)Cl.CCOCC (CH2Cl2 ether), same solvent. Conditions: time 5 minute. Yields the product C(C)OC(=O)C=1C2=C(N(C1)C(=O)OC(C)(C)C)CCCC(C2=O)C(C)=O (5-acetyl-4-oxo-5,6,7,8-tetrahydro-4H-cyclohepta[b]pyrrole-1,3-dicarboxylic acid 1-tert-butyl ester 3-ethyl ester). Yield: 86.0%. As a reaction SMILES: [Bi](Cl)(Cl)Cl.[I-].[Na+].[C:7](Cl)(=[O:9])[CH3:8].[CH2:11]([O:13][C:14]([C:16]1[C:17]2[C:32]([O:33][Si](C)(C)C)=[CH:31][CH2:30][CH2:29][CH2:28][C:18]=2[N:19]([C:21]([O:23][C:24]([CH3:27])([CH3:26])[CH3:25])=[O:22])[CH:20]=1)=[O:15])[CH3:12]>C(Cl)Cl.CCOCC>[CH2:11]([O:13][C:14]([C:16]1[C:17]2[C:32](=[O:33])[CH:31]([C:7](=[O:9])[CH3:8])[CH2:30][CH2:29][CH2:28][C:18]=2[N:19]([C:21]([O:23][C:24]([CH3:27])([CH3:26])[CH3:25])=[O:22])[CH:20]=1)=[O:15])[CH3:12] |f:1.2,5.6|. Reported procedure: Bismuth (III) chloride (0.1 mmol) and sodium iodide (0.3 mmol) are transferred to a dried flask under nitrogen and 5 mL of a mixture of CH2Cl2/ether (9/1) is added by a syringe. This is followed by the addition of acetyl chloride (2.2 mmol) and the suspension is stirred for 5 min at RT. 4-trimethylsilanyloxy-7,8-dihydro-6H-cyclohepta[b]pyrrole-1,3-dicarboxylic acid 1-tert-butyl ester 3-ethyl ester (2 mmol) in 5 mL of the same solvent mixture is added. After 2 hours at RT, the mixture is quenched...